Dataset: the Open Reaction Database (ORD), a public repository of structured organic reaction records. Task: describe an organic reaction: reactants, conditions, products, and yield Starting materials: [O-]P(=O)([O-])OP(=O)([O-])OP(=O)([O-])[O-].[Na+].[Na+].[Na+].[Na+].[Na+] (sodium tripolyphosphate), aqueous solution, O.O.O.O.O.O.O.S(=O)(=O)([O-])[O-].[Zn+2] (zinc sulfate heptahydrate), zinc tripolyphosphate, O.O.O.C(C)N(C([S-])=S)CC.[Na+] (sodium N,N-diethyldithiocarbamate trihydrate). The product is C(C)N(C([S-])=S)CC.[Zn+].[O-]P([O-])(=O)OP(=O)([O-])OP(=O)([O-])[O-] (zinc mono-(N,N-diethyldithiocarbamate) triphosphate). Reaction SMILES: [O-:1][P:2]([O:5][P:6]([O:9][P:10]([O-:13])([O-:12])=[O:11])([O-:8])=[O:7])([O-:4])=[O:3].[Na+].[Na+].[Na+].[Na+].[Na+].O.O.O.O.O.O.O.S([O-])([O-])(=O)=O.[Zn+2:31].O.O.O.[CH2:35]([N:37]([CH2:41][CH3:42])[C:38](=[S:40])[S-:39])[CH3:36].[Na+]>>[CH2:35]([N:37]([CH2:41][CH3:42])[C:38](=[S:39])[S-:40])[CH3:36].[Zn+:31].[O-:13][P:10]([O:9][P:6]([O:5][P:2]([O-:4])([O-:3])=[O:1])([O-:8])=[O:7])(=[O:11])[O-:12] |f:0.1.2.3.4.5,6.7.8.9.10.11.12.13.14,15.16.17.18.19,20.21.22|. Procedure details: 18 g/100 ml of sodium tripolyphosphate was slowly poured into a 57.8 g/300 ml aqueous solution of zinc sulfate heptahydrate while stirring to prepare a suspension of a zinc tripolyphosphate crystalline precipitate. 45.3 g/200 ml of sodium N,N-diethyldithiocarbamate trihydrate was then slowly poured into the suspension, while stirring, to give a crystalline precipitate of zinc mono-(N,N-diethyldithiocarbamate)-triphosphate (hereunder, “G”). Starting materials: CCOC(=O)Cl, Cc1ccccc1, c1ccc(CN2CCC(Cc3nc4ccccc4n3Cc3cccnc3)CC2)cc1. Product: CCOC(=O)N1CCC(Cc2nc3ccccc3n2Cc2cccnc2)CC1. RXN SMILES: [C:31]([O:32][CH2:33][CH3:34])(=[O:35])[Cl:36].[CH3:37][c:38]1[cH:39][cH:40][cH:41][cH:42][cH:43]1.[c:1]1([CH2:2][N:8]2[CH2:9][CH2:10][CH:11]([CH2:14][c:15]3[n:16][c:17]4[c:18]([n:19]3[CH2:20][c:21]3[cH:22][n:23][cH:24][cH:25][cH:26]3)[cH:27][cH:28][cH:29][cH:30]4)[CH2:12][CH2:13]2)[cH:3][cH:4][cH:5][cH:6][cH:7]1>>[N:8]1([C:31]([O:32][CH2:33][CH3:34])=[O:35])[CH2:9][CH2:10][CH:11]([CH2:14][c:15]2[n:16][c:17]3[c:18]([n:19]2[CH2:20][c:21]2[cH:22][n:23][cH:24][cH:25][cH:26]2)[cH:27][cH:28][cH:29][cH:30]3)[CH2:12][CH2:13]1. Starting materials: BrC=1C=C2CCC(C2=CC1)=O (5-bromo-indan-1-one), [H-].[Na+] (NaH), COC(OC)=O (dimethylcarbonate). Yields the product COC(=O)C1C(C2=CC=C(C=C2C1)Br)=O (5-bromo-1-oxo-indan-2-carboxylic acid methyl ester). Reaction SMILES: [Br:1][C:2]1[CH:3]=[C:4]2[C:8](=[CH:9][CH:10]=1)[C:7](=[O:11])[CH2:6][CH2:5]2.[H-].[Na+].[CH3:14][O:15][C:16](=O)[O:17]C>>[CH3:14][O:15][C:16]([CH:6]1[CH2:5][C:4]2[C:8](=[CH:9][CH:10]=[C:2]([Br:1])[CH:3]=2)[C:7]1=[O:11])=[O:17] |f:1.2|. Reported procedure: Use of 5-bromo-indan-1-one (Intermediate NINETEEN-1) in a reaction with NaH and dimethylcarbonate (refer to procedures in Method EIGHTEEN) produced 5-bromo-1-oxo-indan-2-carboxylic acid methyl ester (Intermediate NINETEEN-2). A solution of 5-bromo-1-oxo-indan-2-carboxylic acid methyl ester (4.75 g, 17.7 mmol) in TFA (80 mL) at 0° C. was treated with triethylsilane (TES) (17.0 mL, 6.0 eq) and stirred for 18 h. After evaporation of the solvent, the residue was diluted with Et2O and washed with H2O... Reactants: MnCl2, N-acylsphingosine, C=1N=C(C2=C(N1)N(C=N2)[C@H]3[C@@H]([C@@H]([C@H](O3)COP(=O)(O)OP(=O)(O)OC[C@@H]4[C@H]([C@H]([C@@H](O4)N5C=CCC(=C5)C(=O)N)O)O)O)O)N (NADH), Dioleoylphosphatidylcholine, cerebroside, ceramides, UDP-[14C]-glucose, [Mg+2].[Cl-].[Cl-] (MgCl2), C(CN(CC(=O)O)CC(=O)O)N(CC(=O)O)CC(=O)O (EDTA), [Cl-].[K+] (KCl), CN/C(=C\[N+](=O)[O-])/NCCSCC1=CC=C(O1)CN(C)C.Cl (Radin), CN/C(=C\[N+](=O)[O-])/NCCSCC1=CC=C(O1)CN(C)C.Cl (Radin), C1COCCN1CCS(=O)(=O)O.O (2-[N-morpholino]ethanesulfonic acid). The solvent is mixture. Run at time 1.5 hour. Yields the product C1=CN(C(=O)NC1=O)[C@H]2[C@@H]([C@@H]([C@H](O2)COP(=O)(O)OP(=O)(O)O[C@@H]3[C@@H]([C@H]([C@@H]([C@H](O3)CO)O)O)O)O)O (UDP-glucose). Reaction SMILES: CN/C(/NCCSCC1[O:17][C:16](CN(C)C)=CC=1)=C\[N+]([O-])=O.Cl.C1N(CCS(O)(=O)=O)CC[O:25]C1.[OH2:35].[Mg+2].[Cl-].[Cl-].C1N=C(N)C2N=CN([C@@H:48]3[O:52][C@H:51]([CH2:53][O:54][P:55]([O:58][P:59]([O:62][CH2:63][C@H:64]4[O:68][C@@H:67]([N:69]5[CH:74]=[C:73]([C:75]([NH2:77])=[O:76])CC=[CH:70]5)[C@H:66]([OH:78])[C@@H:65]4[OH:79])([OH:61])=[O:60])([OH:57])=[O:56])[C@@H:50]([OH:80])[C@H:49]3[OH:81])C=2N=1.C(N(CC(O)=O)CC(O)=O)CN(CC(O)=O)CC(O)=O.[Cl-].[K+]>>[CH:73]1[C:75](=[O:76])[NH:77][C:70](=[O:35])[N:69]([C@@H:67]2[O:68][C@H:64]([CH2:63][O:62][P:59]([O:58][P:55]([O:54][C@H:53]3[O:52][C@H:48]([CH2:16][OH:17])[C@@H:49]([OH:81])[C@H:50]([OH:80])[C@H:51]3[OH:25])([OH:57])=[O:56])([OH:61])=[O:60])[C@@H:65]([OH:79])[C@H:66]2[OH:78])[CH:74]=1 |f:0.1,2.3,4.5.6,9.10|. Procedure details: N-acylsphingosine glucosyltransferase (EC 2.4.1.80) activity was measured in rat brain homogenates and mouse macrophage tissue cultured cell (WEHI-3B) homogenates using a method adapted as follows from published conventional procedures [Vunnam and Radin, Chem. & Phys. of Lipids 26, 265-278 (1980); Shukla and Radin, Arch Biochem. Biophys. 283, 372-378 (1990)]: Dioleoylphosphatidylcholine and cerebroside liposomes containing 200 nmol ceramides Type IV (Sigma) were added to a reaction mixture (100 ... The reactants are C(C1=CC=CC=C1)OC=1C=C(C=C(C1)C(F)(F)F)Br (3-benzyloxy-5-trifluoromethylbromobenzene), CC1OCCC(C1)=O (2-methyltetrahydropyran-4-one). The product is C(C1=CC=CC=C1)OC=1C=C(C=C(C1)C(F)(F)F)C1(CC(OCC1)C)O ((2RS,4SR)-4-(3-benzyloxy-5-trifluoromethylphenyl)-4-hydroxy-2-methyltetrahydropyran). Isolated yield 16.0%. RXN SMILES: [CH2:1]([O:8][C:9]1[CH:10]=[C:11](Br)[CH:12]=[C:13]([C:15]([F:18])([F:17])[F:16])[CH:14]=1)[C:2]1[CH:7]=[CH:6][CH:5]=[CH:4][CH:3]=1.[CH3:20][CH:21]1[CH2:26][C:25](=[O:27])[CH2:24][CH2:23][O:22]1>>[CH2:1]([O:8][C:9]1[CH:10]=[C:11]([C:25]2([OH:27])[CH2:24][CH2:23][O:22][CH:21]([CH3:20])[CH2:26]2)[CH:12]=[C:13]([C:15]([F:18])([F:17])[F:16])[CH:14]=1)[C:2]1[CH:7]=[CH:6][CH:5]=[CH:4][CH:3]=1. Procedure details: The procedure described in the second paragraph of Note e. below Table IV in Example 15 was repeated, except that 3-benzyloxy-5-trifluoromethylbromobenzene (8.3 g) was used and 2-methyltetrahydropyran-4-one was used in place of tetrahydropyran-4-one. There were thus obtained a less polar isomer, (2RS,4SR)-4-(3-benzyloxy-5-trifluoromethylphenyl)-4-hydroxy-2-methyltetrahydropyran (1.44 g, 16%), as an oil, Starting materials: CC(=O)O, CCOC(=O)c1cc(C2CC2)c2c(C)c(-c3ccc(N)cc3)ccn2c1=O, [Na+], N#CO[Na], O, O=C([O-])O. Yields the product CCOC(=O)c1cc(C2CC2)c2c(C)c(-c3ccc(NC(N)=O)cc3)ccn2c1=O. RXN SMILES: [CH3:37][C:38](=[O:39])[OH:40].[NH2:1][c:2]1[cH:3][cH:4][c:5](-[c:8]2[cH:9][cH:10][n:11]3[c:12](=[O:27])[c:13]([C:22](=[O:23])[O:24][CH2:25][CH3:26])[cH:14][c:15]([CH:19]4[CH2:20][CH2:21]4)[c:16]3[c:17]2[CH3:18])[cH:6][cH:7]1.[Na+:32].[Na:28][O:29][C:30]#[N:31].[OH2:41].[OH:33][C:34](=[O:35])[O-:36]>>[NH:1]([c:2]1[cH:3][cH:4][c:5](-[c:8]2[cH:9][cH:10][n:11]3[c:12](=[O:27])[c:13]([C:22](=[O:23])[O:24][CH2:25][CH3:26])[cH:14][c:15]([CH:19]4[CH2:20][CH2:21]4)[c:16]3[c:17]2[CH3:18])[cH:6][cH:7]1)[C:30](=[O:29])[NH2:31]. Starting materials: O=C(Cl)C(=O)Cl, CC(C)NC(C)(c1ccc(Cl)cc1)C(CCC(=O)O)c1cccc(Cl)c1, CN(C)C=O, c1ccccc1. The product is CC(C)N1C(=O)CCC(c2cccc(Cl)c2)C1(C)c1ccc(Cl)cc1. RXN SMILES: [Cl:1][C:2]([C:3]([Cl:4])=[O:5])=[O:6].[Cl:7][c:8]1[cH:9][c:10]([CH:14]([CH2:15][CH2:16][C:17](=[O:18])[OH:19])[C:20]([CH3:21])([NH:22][CH:23]([CH3:24])[CH3:25])[c:26]2[cH:27][cH:28][c:29]([Cl:32])[cH:30][cH:31]2)[cH:11][cH:12][cH:13]1.[O:33]=[CH:34][N:35]([CH3:36])[CH3:37].[cH:38]1[cH:39][cH:40][cH:41][cH:42][cH:43]1>>[Cl:7][c:8]1[cH:9][c:10]([CH:14]2[CH2:15][CH2:16][C:17](=[O:19])[N:22]([CH:23]([CH3:24])[CH3:25])[C:20]2([CH3:21])[c:26]2[cH:27][cH:28][c:29]([Cl:32])[cH:30][cH:31]2)[cH:11][cH:12][cH:13]1. The reactants are C, CCOC(=O)N1c2ccc(OC)nc2C(NC(c2cc(C(F)(F)F)cc(C(F)(F)F)c2)c2ncc(NC(=O)CNC(=O)OCc3ccccc3)cn2)CC1CC, CO, [Pd]. The product is CCOC(=O)N1c2ccc(OC)nc2C(NC(c2cc(C(F)(F)F)cc(C(F)(F)F)c2)c2ncc(NC(=O)CN)cn2)CC1CC. As a reaction SMILES: [C:59].[CH2:1]([CH3:2])[O:3][C:4](=[O:5])[N:6]1[CH:7]([CH2:55][CH3:56])[CH2:8][CH:9]([NH:18][CH:19]([c:20]2[cH:21][c:22]([C:30]([F:31])([F:32])[F:33])[cH:23][c:24]([C:26]([F:27])([F:28])[F:29])[cH:25]2)[c:34]2[n:35][cH:36][c:37]([NH:40][C:41]([CH2:42][NH:43][C:44]([O:45][CH2:46][c:47]3[cH:48][cH:49][cH:50][cH:51][cH:52]3)=[O:53])=[O:54])[cH:38][n:39]2)[c:10]2[n:11][c:12]([O:16][CH3:17])[cH:13][cH:14][c:15]21.[CH3:57][OH:58].[Pd:60]>>[CH2:1]([CH3:2])[O:3][C:4](=[O:5])[N:6]1[CH:7]([CH2:55][CH3:56])[CH2:8][CH:9]([NH:18][CH:19]([c:20]2[cH:21][c:22]([C:30]([F:31])([F:32])[F:33])[cH:23][c:24]([C:26]([F:27])([F:28])[F:29])[cH:25]2)[c:34]2[n:35][cH:36][c:37]([NH:40][C:41]([CH2:42][NH2:43])=[O:54])[cH:38][n:39]2)[c:10]2[n:11][c:12]([O:16][CH3:17])[cH:13][cH:14][c:15]21.